This data is from the Open Reaction Database (ORD), a public repository of structured organic reaction records. The task is: describe an organic reaction: reactants, conditions, products, and yield The reactants are [OH-].[K+] (KOH), C(C)(C)NC(=O)C1=C(C(=NS1)CC)C(=O)OC (Methyl 5-isopropylaminocarbonyl-3-ethylisothiazole-4-carboxylate). The solvent is O (water), C(C)O (ethanol), O (water). Reaction conditions: time 8 hour. Yields the product C(C)(C)NC(=O)C1=C(C(=NS1)CC)C(=O)O (5-isopropylaminocarbonyl-3-ethylisothiazole-4-carboxylic acid). Isolated yield 96.2%. Reaction SMILES: [OH-].[K+].[CH:3]([NH:6][C:7]([C:9]1[S:13][N:12]=[C:11]([CH2:14][CH3:15])[C:10]=1[C:16]([O:18]C)=[O:17])=[O:8])([CH3:5])[CH3:4]>O.C(O)C>[CH:3]([NH:6][C:7]([C:9]1[S:13][N:12]=[C:11]([CH2:14][CH3:15])[C:10]=1[C:16]([OH:18])=[O:17])=[O:8])([CH3:4])[CH3:5] |f:0.1|. Procedure details: 2.8 g of KOH in 30 ml of water are added to 11 g of the ester from Example 5 in 50 ml of ethanol, and the mixture is stirred overnight at room temperature. It is diluted with 150 ml of water and extracted with ether, and the aqueous phase is acidified with concentrated hydrochloric acid. Extraction by shaking with dichloromethane and evaporation give 10 g of 5-isopropylaminocarbonyl-3-ethylisothiazole-4-carboxylic acid of melting point 138°-140° C. (compound 3006). The reactants are C(C)NC(=O)C1=CC=C(C=C1)N1N=NC(=C1O)C(=O)OC (methyl 1-{4-[(ethylamino)carbonyl]phenyl}-5-hydroxy-1H-1,2,3-triazole-4-carboxylate), BrCCCC1=CC=CC=C1 ((3-bromopropyl)benzene), C([O-])([O-])=O.[K+].[K+] (potassium carbonate). Solvent: CN(C)C=O (DMF). Yields the product C(C)NC(=O)C1=CC=C(C=C1)N1N=NC(=C1OCCCC1=CC=CC=C1)C(=O)OC (methyl 1-{4-[(ethylamino)carbonyl]phenyl}-5-(3-phenylpropoxy)-1H-1,2,3-triazole-4-carboxylate). Yield: 18.4%. As a reaction SMILES: [CH2:1]([NH:3][C:4]([C:6]1[CH:11]=[CH:10][C:9]([N:12]2[C:16]([OH:17])=[C:15]([C:18]([O:20][CH3:21])=[O:19])[N:14]=[N:13]2)=[CH:8][CH:7]=1)=[O:5])[CH3:2].Br[CH2:23][CH2:24][CH2:25][C:26]1[CH:31]=[CH:30][CH:29]=[CH:28][CH:27]=1.C(=O)([O-])[O-].[K+].[K+]>CN(C=O)C>[CH2:1]([NH:3][C:4]([C:6]1[CH:7]=[CH:8][C:9]([N:12]2[C:16]([O:17][CH2:23][CH2:24][CH2:25][C:26]3[CH:31]=[CH:30][CH:29]=[CH:28][CH:27]=3)=[C:15]([C:18]([O:20][CH3:21])=[O:19])[N:14]=[N:13]2)=[CH:10][CH:11]=1)=[O:5])[CH3:2] |f:2.3.4|. Procedure details: A solution of methyl 1-{4-[(ethylamino)carbonyl]phenyl}-5-hydroxy-1H-1,2,3-triazole-4-carboxylate (580 mg, 2 mmol) obtained in Example 1211a), (3-bromopropyl)benzene (438 mg, 2.2 mmol, 1.1 eq.) and potassium carbonate (332 mg, 2.4 mmol, 1.2 eq.) in DMF (5 ml) was stirred at 90° C. for 15 hr. The reaction mixture was concentrated under reduced pressure, and the residue was dissolved in chloroform (20 ml), washed with water (10 ml×2) and dried over anhydrous sodium sulfate. The solvent was evapora... Reaction conditions: time 30 minute. The product is C(C)C(C(C)(C)N1C=NC(=C1)NC(C(CCC)NC(CC1=CC(=CC(=C1)F)F)=O)=O)(CC)O (2-[2-(3,5-Difluoro-phenyl)-acetylamino]-pentanoic acid [1-(2-ethyl-2-hydroxy-1,1-dimethyl-butyl)-1H-imidazol-4-yl]-amide). Reaction SMILES: CO[C:3](=[O:31])[C:4]([N:7]1[CH:11]=[C:10]([NH:12][C:13](=[O:30])[CH:14]([NH:18][C:19](=[O:29])[CH2:20][C:21]2[CH:26]=[C:25]([F:27])[CH:24]=[C:23]([F:28])[CH:22]=2)[CH2:15][CH2:16][CH3:17])[N:9]=[CH:8]1)([CH3:6])[CH3:5].[CH2:32]([Li])[CH3:33].O1CC[CH2:37][CH2:36]1>>[CH2:36]([C:3]([OH:31])([CH2:32][CH3:33])[C:4]([N:7]1[CH:11]=[C:10]([NH:12][C:13](=[O:30])[CH:14]([NH:18][C:19](=[O:29])[CH2:20][C:21]2[CH:26]=[C:25]([F:27])[CH:24]=[C:23]([F:28])[CH:22]=2)[CH2:15][CH2:16][CH3:17])[N:9]=[CH:8]1)([CH3:6])[CH3:5])[CH3:37]. The reactants are COC(C(C)(C)N1C=NC(=C1)NC(C(CCC)NC(CC1=CC(=CC(=C1)F)F)=O)=O)=O (2-(4-{2-[2-(3,5-difluoro-phenyl)-acetylamino]-pentanoylamino}-imidazol-1-yl)-2-methyl-propionic acid methyl ester), C(C)[Li] (ethyl lithium), O1CCCC1 (tetrahydrofuran). Procedure details: To a solution of 2-(4-{2-[2-(3,5-difluoro-phenyl)-acetylamino]-pentanoylamino}-imidazol-1-yl)-2-methyl-propionic acid methyl ester (1 equiv) in tetrahydrofuran at −0° C. is added ethyl lithium (5 equiv., 0.5 M benzene/cyclohexane) dropwise. The reaction is stirred for 30 min., quenched with water, and extracted with methylene chloride. The solvent is dried, concentrated, and purified by silica gel chromatography to afford the title compound: C13 NMR (100 MHz, CDCl3) 9.0, 9.3, 14.0, 18.9, 24.5, 2... Reactants: CC(C)c1cc(NC(=O)Nc2ccc(Oc3ccnc(C#N)c3)cc2F)n(-c2ccc3ncccc3c2)n1, CC(=O)NC(CS)C(=O)O, CC(=O)[O-], CO, [K+], [K+], [NH4+], O=C([O-])[O-], O. The product is CC(C)c1cc(NC(=O)Nc2ccc(Oc3ccnc(C(=N)N)c3)cc2F)n(-c2ccc3ncccc3c2)n1. As a reaction SMILES: [C:1](#[N:2])[c:3]1[n:4][cH:5][cH:6][c:7]([O:9][c:10]2[cH:11][c:12]([F:38])[c:13]([NH:16][C:17](=[O:18])[NH:19][c:20]3[cH:21][c:22]([CH:35]([CH3:36])[CH3:37])[n:23][n:24]3-[c:25]3[cH:26][c:27]4[cH:28][cH:29][cH:30][n:31][c:32]4[cH:33][cH:34]3)[cH:14][cH:15]2)[cH:8]1.[C:39]([NH:42][CH:40]([C:41]([OH:43])=[O:44])[CH2:45][SH:46])(=[O:47])[CH3:48].[CH3:50][C:51](=[O:52])[O-:53].[CH3:60][OH:61].[K+:54].[K+:55].[NH4+:49].[O-:56][C:57]([O-:58])=[O:59].[OH2:62]>>[C:1]([NH2:2])([c:3]1[n:4][cH:5][cH:6][c:7]([O:9][c:10]2[cH:11][c:12]([F:38])[c:13]([NH:16][C:17](=[O:18])[NH:19][c:20]3[cH:21][c:22]([CH:35]([CH3:36])[CH3:37])[n:23][n:24]3-[c:25]3[cH:26][c:27]4[cH:28][cH:29][cH:30][n:31][c:32]4[cH:33][cH:34]3)[cH:14][cH:15]2)[cH:8]1)=[NH:42]. Reactants: CCO, Cl, [Fe], O=[N+]([O-])CC12CCCN1CCC2. Product: NCC12CCCN1CCC2. RXN SMILES: [CH3:15][CH2:16][OH:17].[ClH:13].[Fe:14].[N+:1]([O-:2])(=[O:3])[CH2:4][C:5]12[CH2:6][CH2:7][CH2:8][N:9]1[CH2:10][CH2:11][CH2:12]2>>[NH2:1][CH2:4][C:5]12[CH2:6][CH2:7][CH2:8][N:9]1[CH2:10][CH2:11][CH2:12]2. The reactants are Clc1ncc(Br)c(Cl)n1, CCN(C(C)C)C(C)C, CC(Cl)Cl, CC(C)(C)OC(=O)N1CCCC(N)C1. Product: CC(C)(C)OC(=O)N1CCCC(Nc2nc(Cl)ncc2Br)C1. As a reaction SMILES: [Br:1][c:2]1[c:3]([Cl:9])[n:4][c:5]([Cl:8])[n:6][cH:7]1.[CH:24]([N:25]([CH:26]([CH3:27])[CH3:28])[CH2:29][CH3:30])([CH3:31])[CH3:32].[Cl:33][CH:34]([Cl:35])[CH3:36].[NH2:10][CH:11]1[CH2:12][N:13]([C:17](=[O:18])[O:19][C:20]([CH3:21])([CH3:22])[CH3:23])[CH2:14][CH2:15][CH2:16]1>>[Br:1][c:2]1[c:3]([NH:10][CH:11]2[CH2:12][N:13]([C:17](=[O:18])[O:19][C:20]([CH3:21])([CH3:22])[CH3:23])[CH2:14][CH2:15][CH2:16]2)[n:4][c:5]([Cl:8])[n:6][cH:7]1. Starting materials: C(C)(=O)C=1C(=C(SC1)C1=CC(=C(C=C1)Cl)Cl)OC(C)=O (acetic acid 4-acetyl-2-(3,4-dichlorophenyl)thiophen-3-yl ester), ClC1=C(C(=O)O)C=CC(=C1)NC(=S)NN (2-chloro-4-(hydrazinecarbothioamido)benzoic acid). Yields the product C(C)(=O)OC=1C(=CSC1C1=CC(=C(C=C1)Cl)Cl)C(C)=NNC(NC1=CC(=C(C(=O)O)C=C1)Cl)=S (4-(2-{1-[4-Acetoxy-5-(3,4-dichlorophenyl)thiphen-3-yl]ethylidene}hydrazinecarbothioamido)-2-chlorobenzoic acid). Reaction SMILES: [C:1]([C:4]1[C:5]([O:17][C:18](=[O:20])[CH3:19])=[C:6]([C:9]2[CH:14]=[CH:13][C:12]([Cl:15])=[C:11]([Cl:16])[CH:10]=2)[S:7][CH:8]=1)(=O)[CH3:2].[Cl:21][C:22]1[CH:30]=[C:29]([NH:31][C:32]([NH:34][NH2:35])=[S:33])[CH:28]=[CH:27][C:23]=1[C:24]([OH:26])=[O:25]>>[C:18]([O:17][C:5]1[C:4]([C:1](=[N:35][NH:34][C:32](=[S:33])[NH:31][C:29]2[CH:28]=[CH:27][C:23]([C:24]([OH:26])=[O:25])=[C:22]([Cl:21])[CH:30]=2)[CH3:2])=[CH:8][S:7][C:6]=1[C:9]1[CH:14]=[CH:13][C:12]([Cl:15])=[C:11]([Cl:16])[CH:10]=1)(=[O:20])[CH3:19]. Procedure details: The title compound was prepared from acetic acid 4-acetyl-2-(3,4-dichlorophenyl)thiophen-3-yl ester (39.5 mg, 0.12 mmol) and 2-chloro-4-(hydrazinecarbothioamido)benzoic acid (40.5 mg, 0.132 mmol) following the procedure described in the synthetic example 185. Starting materials: COc1ccc2c(Oc3ccc(OCCN4CCCCCC4)cc3)c(OCc3ccccc3)ccc2c1, CCOC(C)=O, CO, O=C[O-], [NH4+]. Yields the product COc1ccc2c(Oc3ccc(OCCN4CCCCCC4)cc3)c(O)ccc2c1. Reaction SMILES: [CH2:1]([c:2]1[cH:3][cH:4][cH:5][cH:6][cH:7]1)[O:8][c:9]1[c:10]([O:21][c:22]2[cH:23][cH:24][c:25]([O:26][CH2:27][CH2:28][N:29]3[CH2:30][CH2:31][CH2:32][CH2:33][CH2:34][CH2:35]3)[cH:36][cH:37]2)[c:11]2[cH:12][cH:13][c:14]([O:19][CH3:20])[cH:15][c:16]2[cH:17][cH:18]1.[CH3:42][CH2:43][O:44][C:45](=[O:46])[CH3:47].[CH3:48][OH:49].[CH:38]([O-:39])=[O:40].[NH4+:41]>>[OH:8][c:9]1[c:10]([O:21][c:22]2[cH:23][cH:24][c:25]([O:26][CH2:27][CH2:28][N:29]3[CH2:30][CH2:31][CH2:32][CH2:33][CH2:34][CH2:35]3)[cH:36][cH:37]2)[c:11]2[cH:12][cH:13][c:14]([O:19][CH3:20])[cH:15][c:16]2[cH:17][cH:18]1. Starting materials: BrC1=CN(C=2N=CN=C(C21)Cl)C(C)C (5-Bromo-4-chloro-7-isopropyl-7H-pyrrolo[2,3-d]pyrimidine), ClC1=C(C(=O)N(C)OC)C=CC=C1[N+](=O)[O-] (2-Chloro-N-methoxy-N-methyl-3-nitro-benzamide), NC=1C2=C(N=CN1)N(C=C2C(=O)C2=C(C(=CC=C2)N)C)C(C)C ((4-Amino-7-isopropyl-7H-pyrrolo[2,3-d]pyrimidin-5-yl)-(3-amino-2-methyl-phenyl)-methanone). Yields the product NC=1C(=C(C=CC1)C(=O)C1=CN(C=2N=CN=C(C21)N)C(C)C)Cl ((3-Amino-2-chloro-phenyl)-(4-amino-7-isopropyl-7H-pyrrolo[2,3-d]pyrimidin-5-yl)-methanone). RXN SMILES: BrC1C2C(Cl)=NC=NC=2N(C(C)C)C=1.[Cl:15][C:16]1[C:27]([N+:28]([O-])=O)=[CH:26][CH:25]=[CH:24][C:17]=1[C:18](N(OC)C)=[O:19].[NH2:31][C:32]1[C:33]2[C:40](C(C3C=CC=C(N)C=3C)=O)=[CH:39][N:38]([CH:51]([CH3:53])[CH3:52])[C:34]=2[N:35]=[CH:36][N:37]=1>>[NH2:28][C:27]1[C:16]([Cl:15])=[C:17]([C:18]([C:40]2[C:33]3[C:32]([NH2:31])=[N:37][CH:36]=[N:35][C:34]=3[N:38]([CH:51]([CH3:53])[CH3:52])[CH:39]=2)=[O:19])[CH:24]=[CH:25][CH:26]=1. Procedure: The title compound was prepared from 5-Bromo-4-chloro-7-isopropyl-7H-pyrrolo[2,3-d]pyrimidine and 2-Chloro-N-methoxy-N-methyl-3-nitro-benzamide by procedures analogous to those described for the preparation of (4-Amino-7-isopropyl-7H-pyrrolo[2,3-d]pyrimidin-5-yl)-(3-amino-2-methyl-phenyl)-methanone. MS: 330.3 (MH+); HPLC Rf: 1.6 min. (HPLC HPLC purity: 99%.